Dataset: the Open Reaction Database (ORD), a public repository of structured organic reaction records. Task: describe an organic reaction: reactants, conditions, products, and yield Reactants: CC=1C(=C(C=CC(=O)Cl)C=CC1)[N+](=O)[O-] (3-methyl-2-nitrocinnamoyl chloride), C1(=C(C=CC=C1)N)N (o-phenylenediamine). Solvent: O1CCCC1 (tetrahydrofuran), O1CCCC1 (tetrahydrofuran). Conditions: time 1 hour. Yields the product N1C(=NC2=C1C=CC=C2)C=CC=2C(=C(C=CC2)C)[N+](=O)[O-] (3-[2-(1H-benzimidazol-2-yl)vinyl]-2-nitrotoluene). Isolated yield 90.7%. RXN SMILES: [CH3:1][C:2]1[C:3]([N+:13]([O-:15])=[O:14])=[C:4]([CH:10]=[CH:11][CH:12]=1)[CH:5]=[CH:6][C:7](Cl)=O.[C:16]1([NH2:23])[CH:21]=[CH:20][CH:19]=[CH:18][C:17]=1[NH2:22]>O1CCCC1>[NH:22]1[C:17]2[CH:18]=[CH:19][CH:20]=[CH:21][C:16]=2[N:23]=[C:7]1[CH:6]=[CH:5][C:4]1[C:3]([N+:13]([O-:15])=[O:14])=[C:2]([CH3:1])[CH:12]=[CH:11][CH:10]=1. Procedure details: A tetrahydrofuran solution of 3.27 g of 3-methyl-2-nitrocinnamoyl chloride was dropped into a tetrahydrofuran solution of 3.41 g of o-phenylenediamine. The obtained mixture was stirred at room temperature for one hour to complete a reaction. Thereafter, the obtained solution was concentrated and extracted with ethyl acetate. The residue was heated in acetic acid at 100° C. for 2 hours to give 3.67 g of 3-[2-(1H-benzimidazol-2-yl)vinyl]-2-nitrotoluene. The reactants are Cc1ncc([N+](=O)[O-])cc1N, CS(=O)(=O)c1nccc(-c2cccnc2)n1, ClC(Cl)Cl, [H-], [Na+], CN(C)C=O, O. The product is Cc1ncc([N+](=O)[O-])cc1Nc1nccc(-c2cccnc2)n1. Reaction SMILES: [CH3:17][c:18]1[n:19][cH:20][c:21]([N+:25](=[O:26])[O-:27])[cH:22][c:23]1[NH2:24].[CH3:1][S:2](=[O:3])(=[O:4])[c:5]1[n:6][cH:7][cH:8][c:9](-[c:11]2[cH:12][n:13][cH:14][cH:15][cH:16]2)[n:10]1.[CH:30]([Cl:31])([Cl:32])[Cl:33].[H-:28].[Na+:29].[O:34]=[CH:35][N:36]([CH3:37])[CH3:38].[OH2:39]>>[c:5]1([NH:24][c:23]2[c:18]([CH3:17])[n:19][cH:20][c:21]([N+:25](=[O:26])[O-:27])[cH:22]2)[n:6][cH:7][cH:8][c:9](-[c:11]2[cH:12][n:13][cH:14][cH:15][cH:16]2)[n:10]1. Starting materials: [OH-].[Na+] (sodium hydroxide), C(CCCCCCCCCCC)(=O)O (lauric acid), [N+](=O)([O-])[O-].[Ag+] (silver nitrate), [N+](=O)([O-])[O-].[Ag+] (silver nitrate). Solvent: O (water), C1(=CC=CC=C1)C (toluene), O (water). The product is C(CCCCCCCCCCC)(=O)[O-].[Ag+] (silver laurate). As a reaction SMILES: [OH-].[Na+].[C:3]([OH:16])(=[O:15])[CH2:4][CH2:5][CH2:6][CH2:7][CH2:8][CH2:9][CH2:10][CH2:11][CH2:12][CH2:13][CH3:14].[N+]([O-])([O-])=O.[Ag+:21]>O.C1(C)C=CC=CC=1>[C:3]([O-:16])(=[O:15])[CH2:4][CH2:5][CH2:6][CH2:7][CH2:8][CH2:9][CH2:10][CH2:11][CH2:12][CH2:13][CH3:14].[Ag+:21] |f:0.1,3.4,7.8|. Procedure details: 1.9 g of sodium hydroxide was dissolved in 100 ml of water, to which 12 g of lauric acid in 100 ml of toluene was added and the mixture was emulsified (at 25° C.). Further, an aqueous solution of silver nitrate consisting of 8.5 g of silver nitrate and 50 ml of water was added to the above emulsion to result in a separation into a silver laurate-containing toluene phase and an aqueous phase. After removal of the aqueous phase, the toluene phase was dispersed in 200 ml of methanol, and silver lau... Reactants: [N+](=O)([O-])C1=CC=C(C=C1)C=1OC2=C(N1)C=C(C=C2)[N+](=O)[O-] (2-(p-nitrophenyl)-5-nitrobenzoxazole). The reagents and catalysts are [Pd] (palladium-on-carbon). Solvent: O1CCOCC1 (1,4-dioxane). Run at temperature 53 celsius. The product is NC1=CC=C(C=C1)C=1OC2=C(N1)C=C(C=C2)N (2-(p-aminophenyl)-5-aminobenzoxazole). Reaction SMILES: [N+:1]([C:4]1[CH:9]=[CH:8][C:7]([C:10]2[O:11][C:12]3[CH:18]=[CH:17][C:16]([N+:19]([O-])=O)=[CH:15][C:13]=3[N:14]=2)=[CH:6][CH:5]=1)([O-])=O>O1CCOCC1.[Pd]>[NH2:1][C:4]1[CH:5]=[CH:6][C:7]([C:10]2[O:11][C:12]3[CH:18]=[CH:17][C:16]([NH2:19])=[CH:15][C:13]=3[N:14]=2)=[CH:8][CH:9]=1. Procedure: A 7.5-gram portion of the 2-(p-nitrophenyl)-5-nitrobenzoxazole is dissolved in 100 milliliters of 1,4-dioxane. A 10% palladium-on-carbon catalyst (2.0 grams) is added, and the mixture stirred under nitrogen. The mixture is heated to 53° C., and hydrogen gas is bubbled into the mixture for about 6.5 hours. The catalyst is then filtered off and the remaining solution added to water. The solvent and water are then evaporated off to yield 2-(p-aminophenyl)-5-aminobenzoxazole. RXN SMILES: [C:22]([CH3:23])([CH3:24])([CH3:25])[O:26][C:27](=[O:28])[CH:29]1[CH:30]([C:37](=[O:38])[OH:39])[NH:31][CH2:32][C:33]2([CH2:34][CH2:35]2)[CH2:36]1.[CH3:1][c:2]1[n:3][c:4]2[cH:5][cH:6][cH:7][cH:8][c:9]2[c:10]([CH2:12][O:13][c:14]2[cH:15][cH:16][c:17]([NH2:20])[cH:18][cH:19]2)[cH:11]1.[CH:40]([N:41]([CH:42]([CH3:43])[CH3:44])[CH2:45][CH3:46])([CH3:47])[CH3:48].[ClH:21].[O:49]=[CH:50][N:51]([CH3:52])[CH3:53].[OH2:54]>>[CH3:1][c:2]1[n:3][c:4]2[cH:5][cH:6][cH:7][cH:8][c:9]2[c:10]([CH2:12][O:13][c:14]2[cH:15][cH:16][c:17]([NH:20][C:37]([CH:30]3[CH:29]([C:27]([O:26][C:22]([CH3:23])([CH3:24])[CH3:25])=[O:28])[CH2:36][C:33]4([CH2:32][NH:31]3)[CH2:34][CH2:35]4)=[O:38])[cH:18][cH:19]2)[cH:11]1. The product is Cc1cc(COc2ccc(NC(=O)C3NCC4(CC4)CC3C(=O)OC(C)(C)C)cc2)c2ccccc2n1. Reactants: CC(C)(C)OC(=O)C1CC2(CC2)CNC1C(=O)O, Cc1cc(COc2ccc(N)cc2)c2ccccc2n1, CCN(C(C)C)C(C)C, Cl, CN(C)C=O, O. Starting materials: COC(CCCCCCCNC(C1=CC(=CC=C1)C=C1C(NC2=CC=C(C=C12)F)=O)=O)=O (8-(3-((5-fluoro-2-oxoindolin-3-ylidene)methyl)benzamido)octanoic acid methyl ester), CO (CH3OH), solution, [Li+].[OH-] (LiOH), Cl (hydrochloric acid). Run in O (H2O). Reaction conditions: time 24 hour. Yields the product FC=1C=C2C(C(NC2=CC1)=O)=CC=1C=C(C(=O)NCCCCCCCC(=O)O)C=CC1 (8-(3-((5-fluoro-2-oxoindolin-3-ylidene)methyl)benzamido)-octanoic acid). The yield is 71.9%. RXN SMILES: C[O:2][C:3](=[O:32])[CH2:4][CH2:5][CH2:6][CH2:7][CH2:8][CH2:9][CH2:10][NH:11][C:12](=[O:31])[C:13]1[CH:18]=[CH:17][CH:16]=[C:15]([CH:19]=[C:20]2[C:28]3[C:23](=[CH:24][CH:25]=[C:26]([F:29])[CH:27]=3)[NH:22][C:21]2=[O:30])[CH:14]=1.CO.[Li+].[OH-].Cl>O>[F:29][C:26]1[CH:27]=[C:28]2[C:23](=[CH:24][CH:25]=1)[NH:22][C:21](=[O:30])[C:20]2=[CH:19][C:15]1[CH:14]=[C:13]([CH:18]=[CH:17][CH:16]=1)[C:12]([NH:11][CH2:10][CH2:9][CH2:8][CH2:7][CH2:6][CH2:5][CH2:4][C:3]([OH:32])=[O:2])=[O:31] |f:2.3|. Procedure: 8-(3-((5-fluoro-2-oxoindolin-3-ylidene)methyl)benzamido)octanoic acid methyl ester (438 mg, 1 mmol) and 300 ml of CH3OH were stirred at room temperature while 25 ml of 4 N solution of LiOH in H2O was added. The mixture was stirred for 24 hours at room temperature. The mixture is neutralized with concentrated hydrochloric acid to pH 7 and evaporated under vacuum to remove methanol. The residue was adjusted to pH 3 with concentrated hydrochloric acid. The solids were collected by vacuum filtration...